From a dataset of the Open Reaction Database (ORD), a public repository of structured organic reaction records. describe an organic reaction: reactants, conditions, products, and yield Reactants: COc1cc2c(-c3cc4c(C=O)ccnc4n3S(=O)(=O)c3ccc(C)cc3)cn(C)c2cc1OC, COCCN. Product: COCCNCc1ccnc2c1cc(-c1cn(C)c3cc(OC)c(OC)cc13)n2S(=O)(=O)c1ccc(C)cc1. As a reaction SMILES: [CH3:1][O:2][c:3]1[cH:4][c:5]2[c:6](-[c:15]3[cH:16][c:17]4[c:18]([n:19][cH:20][cH:21][c:22]4[CH:23]=[O:24])[n:25]3[S:26](=[O:27])(=[O:28])[c:29]3[cH:30][cH:31][c:32]([CH3:35])[cH:33][cH:34]3)[cH:7][n:8]([CH3:14])[c:9]2[cH:10][c:11]1[O:12][CH3:13].[CH3:36][O:37][CH2:38][CH2:39][NH2:40]>>[CH3:1][O:2][c:3]1[cH:4][c:5]2[c:6](-[c:15]3[cH:16][c:17]4[c:18]([n:19][cH:20][cH:21][c:22]4[CH2:23][NH:40][CH2:39][CH2:38][O:37][CH3:36])[n:25]3[S:26](=[O:27])(=[O:28])[c:29]3[cH:30][cH:31][c:32]([CH3:35])[cH:33][cH:34]3)[cH:7][n:8]([CH3:14])[c:9]2[cH:10][c:11]1[O:12][CH3:13]. The reactants are O (water), C(C)(=O)OC(C)=O (acetic anhydride), CN(C)C1=NC=CC=C1 (dimethylaminopyridine), COC=1C=C(C=CC1OC1=CC=CC=C1)C(C(C)O)CCC1=CC=CC=C1 ((2RS,3SR)-3-(3-methoxy-4-phenoxyphenyl)-5-phenylpentan-2-ol), N1=CC=CC=C1 (pyridine). Run at time 30 minute. Product: C(C)(=O)OC(C)C(CCC1=CC=CC=C1)C1=CC(=C(C=C1)OC1=CC=CC=C1)OCC1=CC=CC=C1 ((2RS,3SR)-2-acetoxy-3-(3-benzyloxy-4-phenoxyphenyl)-5-phenylpentane). As a reaction SMILES: [CH3:1][O:2][C:3]1[CH:4]=[C:5]([CH:16]([CH2:20][CH2:21][C:22]2[CH:27]=[CH:26][CH:25]=[CH:24][CH:23]=2)[CH:17]([OH:19])[CH3:18])[CH:6]=[CH:7][C:8]=1[O:9][C:10]1[CH:15]=[CH:14][CH:13]=[CH:12][CH:11]=1.C(O[C:32](=[O:34])[CH3:33])(=O)C.CN([C:38]1[CH:43]=[CH:42][CH:41]=[CH:40]N=1)C.O.N1C=CC=C[CH:46]=1>>[C:32]([O:19][CH:17]([CH:16]([C:5]1[CH:6]=[CH:7][C:8]([O:9][C:10]2[CH:15]=[CH:14][CH:13]=[CH:12][CH:11]=2)=[C:3]([O:2][CH2:1][C:40]2[CH:46]=[CH:38][CH:43]=[CH:42][CH:41]=2)[CH:4]=1)[CH2:20][CH2:21][C:22]1[CH:23]=[CH:24][CH:25]=[CH:26][CH:27]=1)[CH3:18])(=[O:34])[CH3:33]. Reported procedure: 380 mg of (2RS,3SR)-3-(3-methoxy-4-phenoxyphenyl)-5-phenylpentan-2-ol as an intermediate of Example 54(4), was dissolved in 5 ml of pyridine, and 1 ml of acetic anhydride and then 10 mg of dimethylaminopyridine were added, followed by stirring at room temperature for 30 minutes. The reaction solution was poured into water and extracted with ethyl ether. Then, the extract solution was sequentially washed with 1N hydrochloric acid, a saturated sodium hydrogen carbonate aqueous solution and a satur... Reactants: O=C1N(C(C2=CC=CC=C12)=O)C\C=N\NC(=O)OCC (Ethyl (2E)-2-[2-(1,3-dioxo-1,3-dihydro-2H-isoindol-2-yl)ethylidene]hydrazinecarboxylate), S(=O)(Cl)Cl (thionyl chloride). Conditions: time 1 day. The product is S1N=NC=C1N1C(C2=CC=CC=C2C1=O)=O (2-(1,2,3-Thiadiazol-5-yl)-1H-isoindol-1,3(2H)-dione). Yield: 59.9%. As a reaction SMILES: [O:1]=[C:2]1[C:10]2[C:5](=[CH:6][CH:7]=[CH:8][CH:9]=2)[C:4](=[O:11])[N:3]1[CH2:12]/[CH:13]=[N:14]/[NH:15]C(OCC)=O.[S:21](Cl)(Cl)=O>>[S:21]1[C:12]([N:3]2[C:2](=[O:1])[C:10]3[C:5](=[CH:6][CH:7]=[CH:8][CH:9]=3)[C:4]2=[O:11])=[CH:13][N:14]=[N:15]1. Reported procedure: Ethyl (2E)-2-[2-(1,3-dioxo-1,3-dihydro-2H-isoindol-2-yl)ethylidene]hydrazinecarboxylate (612 mg, 2.22 mmol) was slowly added to thionyl chloride (1.5 ml), and the mixture was stirred for 1 day. Crystals were collected by filtration and washed with ethyl acetate to give 308 mg (59.9%) of the desired product as a solid. The reactants are CC=1N=C(OC1C1=CC=CC2=CC=CC=C12)N (4-methyl-5-naphthalen-1-yl-oxazol-2-ylamine), ClN1C(CCC1=O)=O (N-chlorosuccinimide), 150W. The solvent is ClCCl (dichloromethane), ClCCl (dichloromethane). Yields the product ClCC=1N=C(OC1C1=CC=CC2=CC=CC=C12)N (4-chloromethyl-5-naphthalen-1-yl-oxazol-2-ylamine). The yield is 44.5%. Reaction SMILES: [CH3:1][C:2]1[N:3]=[C:4]([NH2:17])[O:5][C:6]=1[C:7]1[C:16]2[C:11](=[CH:12][CH:13]=[CH:14][CH:15]=2)[CH:10]=[CH:9][CH:8]=1.[Cl:18]N1C(=O)CCC1=O>ClCCl>[Cl:18][CH2:1][C:2]1[N:3]=[C:4]([NH2:17])[O:5][C:6]=1[C:7]1[C:16]2[C:11](=[CH:12][CH:13]=[CH:14][CH:15]=2)[CH:10]=[CH:9][CH:8]=1. Procedure: A solution of 4-methyl-5-naphthalen-1-yl-oxazol-2-ylamine (3, 800 mg), N-chlorosuccinimide (480 mg) and dichloromethane (30 mL) were irradiated with a 150W (tungsten/halogen) lamp at reflux for 8 hours. After cooling to room temperature, the solution was diluted with dichloromethane (50 mL) and washed with a saturated solution of sodium hydrogen carbonate (50 mL), water (50 mL) and brine (50 mL). The solvent was removed under reduced pressure and the resultant residue was purified by column chro... The reactants are Cc1ccc(-c2ccccc2C(=O)O)cc1, O=C(Cl)C(=O)Cl, COC(=O)C=C1c2ccccc2N(C(=O)c2ccc(N)cc2)CCC1(F)F. Yields the product COC(=O)C=C1c2ccccc2N(C(=O)c2ccc(NC(=O)c3ccccc3-c3ccc(C)cc3)cc2)CCC1(F)F. As a reaction SMILES: [CH3:1][c:2]1[cH:3][cH:4][c:5](-[c:8]2[c:9]([C:10](=[O:11])[OH:12])[cH:13][cH:14][cH:15][cH:16]2)[cH:6][cH:7]1.[Cl:17][C:18]([C:19]([Cl:20])=[O:21])=[O:22].[NH2:23][c:24]1[cH:25][cH:26][c:27]([C:28](=[O:29])[N:30]2[CH2:31][CH2:32][C:33]([F:46])([F:47])[C:34](=[CH:41][C:42](=[O:43])[O:44][CH3:45])[c:35]3[c:36]2[cH:37][cH:38][cH:39][cH:40]3)[cH:48][cH:49]1>>[CH3:1][c:2]1[cH:3][cH:4][c:5](-[c:8]2[c:9]([C:10](=[O:12])[NH:23][c:24]3[cH:25][cH:26][c:27]([C:28](=[O:29])[N:30]4[CH2:31][CH2:32][C:33]([F:46])([F:47])[C:34](=[CH:41][C:42](=[O:43])[O:44][CH3:45])[c:35]5[c:36]4[cH:37][cH:38][cH:39][cH:40]5)[cH:48][cH:49]3)[cH:13][cH:14][cH:15][cH:16]2)[cH:6][cH:7]1. The reactants are CCN(C(C)C)C(C)C, CCOCC, CS(C)=O, C1CN(C2CC2)CCN1, COc1cc(COc2cc(NC(=O)c3cnc(Cl)cn3)[nH]n2)cc(OC)c1, ClCCl. Yields the product COc1cc(COc2cc(NC(=O)c3cnc(N4CCN(C5CC5)CC4)cn3)[nH]n2)cc(OC)c1. RXN SMILES: [CH2:37]([N:38]([CH:39]([CH3:40])[CH3:41])[CH:42]([CH3:43])[CH3:44])[CH3:45].[CH3:46][CH2:47][O:48][CH2:49][CH3:50].[CH3:51][S:52]([CH3:53])=[O:54].[CH:28]1([N:31]2[CH2:32][CH2:33][NH:34][CH2:35][CH2:36]2)[CH2:29][CH2:30]1.[Cl:1][c:2]1[n:3][cH:4][c:5]([C:8](=[O:9])[NH:10][c:11]2[nH:12][n:13][c:14]([O:16][CH2:17][c:18]3[cH:19][c:20]([O:26][CH3:27])[cH:21][c:22]([O:24][CH3:25])[cH:23]3)[cH:15]2)[n:6][cH:7]1.[Cl:55][CH2:56][Cl:57]>>[c:2]1([N:34]2[CH2:33][CH2:32][N:31]([CH:28]3[CH2:29][CH2:30]3)[CH2:36][CH2:35]2)[n:3][cH:4][c:5]([C:8](=[O:9])[NH:10][c:11]2[nH:12][n:13][c:14]([O:16][CH2:17][c:18]3[cH:19][c:20]([O:26][CH3:27])[cH:21][c:22]([O:24][CH3:25])[cH:23]3)[cH:15]2)[n:6][cH:7]1. The reactants are C(C)(=O)C=1C=C(C=CC1)NC(=O)NCCCN1[C@@H]2[C@@H](C[C@H](C1)CC2)CC2=CC=C(C=C2)F (N-(3-acetylphenyl)-N′-[3-[(1S,4R,6S)-6-[(4-fluorophenyl)methyl]-2-azabicyclo[2.2.2]oct-2-yl]propyl]urea), C(C)(=O)C=1C=C(C=CC1)NC(=O)NCCCN1[C@H]2[C@H](C[C@@H](C1)CC2)CC2=CC=C(C=C2)F (N-(3-acetylphenyl)-N′-[3-[(1R,4S,6R)-6-[(4-fluorophenyl)methyl]-2-azabicyclo[2.2.2]oct-2-yl]propyl]urea), Cl (hydrogen chloride), C(C)OCC (diethyl ether). Solvent: ClCCl (dichloromethane). Run at time 10 minute. Product: Cl.C(C)(=O)C=1C=C(C=CC1)NC(=O)NCCCN1[C@@H]2[C@@H](C[C@H](C1)CC2)CC2=CC=C(C=C2)F (N-(3-acetylphenyl)-N′-[3-[(1S,4R,6S)-6-[(4-fluorophenyl)methyl]-2-azabicyclo[2.2.2]oct-2-yl]propyl]urea hydrochloride), Cl.C(C)(=O)C=1C=C(C=CC1)NC(=O)NCCCN1[C@H]2[C@H](C[C@@H](C1)CC2)CC2=CC=C(C=C2)F (N-(3-acetylphenyl)-N′-[3-[(1R,4S,6R)-6-[(4-fluorophenyl)methyl]-2-azabicyclo[2.2.2]oct-2-yl]propyl]urea hydrochloride). The yield is 100.0%. Reaction SMILES: [C:1]([C:4]1[CH:5]=[C:6]([NH:10][C:11]([NH:13][CH2:14][CH2:15][CH2:16][N:17]2[CH2:22][C@@H:21]3[CH2:23][CH2:24][C@H:18]2[C@H:19]([CH2:25][C:26]2[CH:31]=[CH:30][C:29]([F:32])=[CH:28][CH:27]=2)[CH2:20]3)=[O:12])[CH:7]=[CH:8][CH:9]=1)(=[O:3])[CH3:2].[C:33]([C:36]1[CH:37]=[C:38]([NH:42][C:43]([NH:45][CH2:46][CH2:47][CH2:48][N:49]2[CH2:54][C@H:53]3[CH2:55][CH2:56][C@@H:50]2[C@@H:51]([CH2:57][C:58]2[CH:63]=[CH:62][C:61]([F:64])=[CH:60][CH:59]=2)[CH2:52]3)=[O:44])[CH:39]=[CH:40][CH:41]=1)(=[O:35])[CH3:34].[ClH:65].C(OCC)C>ClCCl>[ClH:65].[C:1]([C:4]1[CH:5]=[C:6]([NH:10][C:11]([NH:13][CH2:14][CH2:15][CH2:16][N:17]2[CH2:22][C@@H:21]3[CH2:23][CH2:24][C@H:18]2[C@H:19]([CH2:25][C:26]2[CH:27]=[CH:28][C:29]([F:32])=[CH:30][CH:31]=2)[CH2:20]3)=[O:12])[CH:7]=[CH:8][CH:9]=1)(=[O:3])[CH3:2].[ClH:65].[C:33]([C:36]1[CH:37]=[C:38]([NH:42][C:43]([NH:45][CH2:46][CH2:47][CH2:48][N:49]2[CH2:54][C@H:53]3[CH2:55][CH2:56][C@@H:50]2[C@@H:51]([CH2:57][C:58]2[CH:59]=[CH:60][C:61]([F:64])=[CH:62][CH:63]=2)[CH2:52]3)=[O:44])[CH:39]=[CH:40][CH:41]=1)(=[O:35])[CH3:34] |f:5.6,7.8|. Reported procedure: To a solution of N-(3-acetylphenyl)-N′-[3-[(1S,4R,6S)-6-[(4-fluorophenyl)methyl]-2-azabicyclo[2.2.2]oct-2-yl]propyl]urea and N-(3-acetylphenyl)-N′-[3-[(1R,4S,6R)-6-[(4-fluorophenyl)methyl]-2-azabicyclo[2.2.2]oct-2-yl]propyl]urea (8.5 mg, 0.019 mmol) in dichloromethane (10 mL) was added 1N hydrogen chloride in diethyl ether (21 μL, 0.021 mmol). The resulting suspension was stirred for 10 min and was then concentrated. The residue was dissolved in acetonitrile (1 mL) and water (7 mL) and lyopholiz... Reactants: C(C)(=O)OCCCCC[C@H]1[C@H]2C3=CC[C@@H]([C@@]3(C)CC[C@@H]2C=2C=CC(=CC2C1)OCC1=CC=CC=C1)O (7α-(5-acetoxypentyl)-3-benzyloxy-estra-1,3,5(10),14-tetraen-17β-ol), [OH-].[K+] (potassium hydroxide). Run in ClCCl (dichloromethane). Yields the product C(C1=CC=CC=C1)OC1=CC=2C[C@H]([C@H]3C4=CC[C@@H]([C@@]4(C)CC[C@@H]3C2C=C1)O)CCCCCO (3-benzyloxy-7α-(5-hydroxypentyl)-estra-1,3,5(10),14-tetraen-17β-ol). Yield: 94.2%. Reaction SMILES: C([O:4][CH2:5][CH2:6][CH2:7][CH2:8][CH2:9][C@@H:10]1[CH2:27][C:26]2[CH:25]=[C:24]([O:28][CH2:29][C:30]3[CH:35]=[CH:34][CH:33]=[CH:32][CH:31]=3)[CH:23]=[CH:22][C:21]=2[C@@H:20]2[C@@H:11]1[C:12]1[C@@:16]([CH2:18][CH2:19]2)([CH3:17])[C@@H:15]([OH:36])[CH2:14][CH:13]=1)(=O)C.[OH-].[K+]>ClCCl>[CH2:29]([O:28][C:24]1[CH:23]=[CH:22][C:21]2[C@@H:20]3[C@H:11]([C:12]4[C@@:16]([CH2:18][CH2:19]3)([CH3:17])[C@@H:15]([OH:36])[CH2:14][CH:13]=4)[C@H:10]([CH2:9][CH2:8][CH2:7][CH2:6][CH2:5][OH:4])[CH2:27][C:26]=2[CH:25]=1)[C:30]1[CH:31]=[CH:32][CH:33]=[CH:34][CH:35]=1 |f:1.2|. Reported procedure: 2.16 g of 7α-(5-acetoxypentyl)-3-benzyloxy-estra-1,3,5(10),14-tetraen-17β-ol is saponified with 38 ml of 1N methanolic potassium hydroxide solution overnight at room temperature. The reaction mixture is poured into ice-cold saturated common salt solution, the precipitate is suctioned off, taken up in dichloromethane, washed with saturated common salt solution, dried on sodium sulfate and concentrated by evaporation. 1.86 g of 3-benzyloxy-7α-(5-hydroxypentyl)-estra-1,3,5(10),14-tetraen-17β-ol is ...